From a dataset of the Open Reaction Database (ORD), a public repository of structured organic reaction records. describe an organic reaction: reactants, conditions, products, and yield Reactants: C(C)(C)(C)OC(NC1=C(C=C(C(=C1)N(CCC)C)C(F)(F)F)NC(CC(=O)C1=CC(=CC=C1)C1=CC(=NC(=C1)C)C)=O)=O ([2-{3-[3-(2,6-dimethyl-pyridin-4-yl)-phenyl]-3-oxo-propionylamino}-5-(methyl-propyl-amino)-4-trifluoromethyl-phenyl]-carbamic acid tert-butyl ester), C(=O)(C(F)(F)F)O (TFA). The solvent is C(Cl)Cl (CH2Cl2). Yields the product CC1=NC(=CC(=C1)C=1C=C(C=CC1)C1=NC2=C(NC(C1)=O)C=C(C(=C2)N(CCC)C)C(F)(F)F)C (4-[3-(2,6-Dimethyl-pyridin-4-yl)-phenyl]-7-(methyl-propyl-amino)-8-trifluoromethyl-1,3-dihydro-benzo[b][1,4]diazepin-2-one), solid. Isolated yield 81.0%. RXN SMILES: C(OC(=O)[NH:7][C:8]1[CH:13]=[C:12]([N:14]([CH3:18])[CH2:15][CH2:16][CH3:17])[C:11]([C:19]([F:22])([F:21])[F:20])=[CH:10][C:9]=1[NH:23][C:24](=[O:42])[CH2:25][C:26]([C:28]1[CH:33]=[CH:32][CH:31]=[C:30]([C:34]2[CH:39]=[C:38]([CH3:40])[N:37]=[C:36]([CH3:41])[CH:35]=2)[CH:29]=1)=O)(C)(C)C.C(O)(C(F)(F)F)=O>C(Cl)Cl>[CH3:41][C:36]1[CH:35]=[C:34]([C:30]2[CH:29]=[C:28]([C:26]3[CH2:25][C:24](=[O:42])[NH:23][C:9]4[CH:10]=[C:11]([C:19]([F:21])([F:22])[F:20])[C:12]([N:14]([CH3:18])[CH2:15][CH2:16][CH3:17])=[CH:13][C:8]=4[N:7]=3)[CH:33]=[CH:32][CH:31]=2)[CH:39]=[C:38]([CH3:40])[N:37]=1. Procedure: The title compound was prepared from [2-{3-[3-(2,6-dimethyl-pyridin-4-yl)-phenyl]-3-oxo-propionylamino}-5-(methyl-propyl-amino)-4-trifluoromethyl-phenyl]-carbamic acid tert-butyl ester (Example M308) (0.41 g, 0.68 mmol) by treatment with TFA in CH2Cl2 according to the general procedure N. Obtained as a light brown solid (267 mg, 81%). Starting materials: BrC(C(OC1=C(C=C(C=C1)OC(C(Br)(F)F)(F)F)S(=O)(=O)O)(F)F)(F)F (2,5-di(2-bromotetrafluoroethoxy) benzenesulfonic acid), [K] (potassium), S1(=O)(=O)CCCC1 (sulfolane), P(=O)(Cl)(Cl)Cl (phosphoryl chloride), ice. Solvent: C(C)#N (acetonitrile), C(Cl)Cl (methylene chloride). Reaction conditions: temperature 75 celsius, time 1 hour. The product is BrC(C(OC1=C(C=C(C=C1)OC(C(Br)(F)F)(F)F)S(=O)(=O)Cl)(F)F)(F)F (2,5-di(2-bromotetrafluoroethoxy) benzenesulfonyl chloride). Isolated yield 88.2%. Reaction SMILES: [Br:1][C:2]([F:26])([F:25])[C:3]([F:24])([F:23])[O:4][C:5]1[CH:10]=[CH:9][C:8]([O:11][C:12]([F:18])([F:17])[C:13]([F:16])([F:15])[Br:14])=[CH:7][C:6]=1[S:19](O)(=[O:21])=[O:20].[K].S1(CCCC1)(=O)=O.P(Cl)(Cl)([Cl:37])=O>C(Cl)Cl.C(#N)C>[Br:1][C:2]([F:26])([F:25])[C:3]([F:24])([F:23])[O:4][C:5]1[CH:10]=[CH:9][C:8]([O:11][C:12]([F:18])([F:17])[C:13]([F:16])([F:15])[Br:14])=[CH:7][C:6]=1[S:19]([Cl:37])(=[O:21])=[O:20] |^1:26|. Procedure details: A mixture of 5.86 g (0.01 mol) of the 2,5-di(2-bromotetrafluoroethoxy) benzenesulfonic acid, potassium salt, 10 mL acetonitrile, 10 mL sulfolane and 6 mL phosphoryl chloride was placed into a 100 mL round-bottom flask, and stirred at 68-82° C. for 1 hour. The mixture was then cooled down to below 5° C. (with the reaction vessel resting in an ice-bath) and 15 mL ice-cold water was added dropwise. Stirring was continued at a temperature below 10° C. for 20 minutes and the precipitated oily product...